The task is: describe an organic reaction: reactants, conditions, products, and yield. This data is from the Open Reaction Database (ORD), a public repository of structured organic reaction records. The reactants are CC1(C)COC(c2ccc(OCc3ccccc3)cc2)=N1, CCO, [H][H]. The product is CC1(C)COC(c2ccc(O)cc2)=N1. As a reaction SMILES: [CH2:1]([c:2]1[cH:3][cH:4][cH:5][cH:6][cH:7]1)[O:8][c:9]1[cH:10][cH:11][c:12]([C:15]2=[N:19][C:18]([CH3:20])([CH3:21])[CH2:17][O:16]2)[cH:13][cH:14]1.[CH3:24][CH2:25][OH:26].[H:22][H:23]>>[OH:8][c:9]1[cH:10][cH:11][c:12]([C:15]2=[N:19][C:18]([CH3:20])([CH3:21])[CH2:17][O:16]2)[cH:13][cH:14]1. Product: CC1(c2ccc(S(C)(=O)=O)cc2C(=O)N2CCN(c3ccc(C(F)(F)F)cc3)CC2)CC1. Starting materials: C=C(C)c1ccc(S(C)(=O)=O)cc1C(=O)N1CCN(c2ccc(C(F)(F)F)cc2)CC1, C1CCOC1, C[S+](C)(C)=O, CS(C)=O, [I-], O. RXN SMILES: [C:7](=[CH2:8])([CH3:9])[c:10]1[c:11]([C:20](=[O:21])[N:22]2[CH2:23][CH2:24][N:25]([c:28]3[cH:29][cH:30][c:31]([C:34]([F:35])([F:36])[F:37])[cH:32][cH:33]3)[CH2:26][CH2:27]2)[cH:12][c:13]([S:16](=[O:17])(=[O:18])[CH3:19])[cH:14][cH:15]1.[CH2:43]1[O:44][CH2:45][CH2:46][CH2:47]1.[CH3:2][S+:3]([CH3:4])([CH3:5])=[O:6].[CH3:39][S:40]([CH3:41])=[O:42].[I-:1].[OH2:38]>>[CH3:2][C:7]1([c:10]2[c:11]([C:20](=[O:21])[N:22]3[CH2:23][CH2:24][N:25]([c:28]4[cH:29][cH:30][c:31]([C:34]([F:35])([F:36])[F:37])[cH:32][cH:33]4)[CH2:26][CH2:27]3)[cH:12][c:13]([S:16](=[O:17])(=[O:18])[CH3:19])[cH:14][cH:15]2)[CH2:8][CH2:9]1.